Dataset: the Open Reaction Database (ORD), a public repository of structured organic reaction records. Task: describe an organic reaction: reactants, conditions, products, and yield Reactants: C1(CCCCC1)NC(C(C)(C)SC1=CC=C(OCC(=O)OCC)C=C1)=O (Ethyl (4-{[2-(cyclohexylamino)-1,1-dimethyl-2-oxoethyl]thio}phenoxy)acetate), [Li+].[OH-].O (LiOH H2O). Solvent: C1CCOC1.CO (THF MeOH). Run at time 16 hour. Yields the product C1(CCCCC1)NC(C(C)(C)SC1=CC=C(OCC(=O)O)C=C1)=O ((4-{[2-(Cyclohexylamino)-1,1-dimethyl-2-oxoethyl]thio}phenoxy)acetic acid). As a reaction SMILES: [CH:1]1([NH:7][C:8](=[O:26])[C:9]([S:12][C:13]2[CH:25]=[CH:24][C:16]([O:17][CH2:18][C:19]([O:21]CC)=[O:20])=[CH:15][CH:14]=2)([CH3:11])[CH3:10])[CH2:6][CH2:5][CH2:4][CH2:3][CH2:2]1.[Li+].[OH-].O>C1COCC1.CO>[CH:1]1([NH:7][C:8](=[O:26])[C:9]([S:12][C:13]2[CH:14]=[CH:15][C:16]([O:17][CH2:18][C:19]([OH:21])=[O:20])=[CH:24][CH:25]=2)([CH3:11])[CH3:10])[CH2:2][CH2:3][CH2:4][CH2:5][CH2:6]1 |f:1.2.3,4.5|. Procedure: Ethyl (4-{[2-(cyclohexylamino)-1,1-dimethyl-2-oxoethyl]thio}phenoxy)acetate (prepared as example 72) was dissolved in THF/MeOH and treated with an aq. LiOH/H2O solution. The reaction mixture was stirred at rt for 16 h. The volatiles were removed in-vacuo and the residual aq. solution was acidified to pH=2 with a 1 N HCl solution. EtOAc was added and the layers were separated. The organic layer was dried over MgSO4, filtered and concentrated to provide the desired carboxylic acid as a white solid... Starting materials: CCS(=O)(=O)c1ccc(NC(=O)CCCc2ccc(C(Nc3ccc(C#N)cc3)C(=O)O)cc2)cc1CNC(=O)OC(C)(C)C, CCOC(C)=O, Cl. The product is CCS(=O)(=O)c1ccc(NC(=O)CCCc2ccc(C(Nc3ccc(C#N)cc3)C(=O)O)cc2)cc1CN. RXN SMILES: [C:2]([O:3][C:4](=[O:5])[NH:9][CH2:10][c:11]1[cH:12][c:13]([NH:22][C:23]([CH2:24][CH2:25][CH2:26][c:27]2[cH:28][cH:29][c:30]([CH:33]([C:34](=[O:35])[OH:36])[NH:37][c:38]3[cH:39][cH:40][c:41]([C:44]#[N:45])[cH:42][cH:43]3)[cH:31][cH:32]2)=[O:46])[cH:14][cH:15][c:16]1[S:17](=[O:18])(=[O:19])[CH2:20][CH3:21])([CH3:6])([CH3:7])[CH3:8].[CH3:47][CH2:48][O:49][C:50](=[O:51])[CH3:52].[ClH:1]>>[NH2:9][CH2:10][c:11]1[cH:12][c:13]([NH:22][C:23]([CH2:24][CH2:25][CH2:26][c:27]2[cH:28][cH:29][c:30]([CH:33]([C:34](=[O:35])[OH:36])[NH:37][c:38]3[cH:39][cH:40][c:41]([C:44]#[N:45])[cH:42][cH:43]3)[cH:31][cH:32]2)=[O:46])[cH:14][cH:15][c:16]1[S:17](=[O:18])(=[O:19])[CH2:20][CH3:21]. Reactants: Br, Cc1ccccc1, O=Cc1ccccc1, COc1ccc(N(CC2CC2)C(N)=S)cc1, O. Yields the product COc1ccc2c(c1)C(c1ccccc1)NC(=S)N2CC1CC1. As a reaction SMILES: [BrH:25].[CH3:27][c:28]1[cH:29][cH:30][cH:31][cH:32][cH:33]1.[CH:17](=[O:18])[c:19]1[cH:20][cH:21][cH:22][cH:23][cH:24]1.[CH:1]1([CH2:4][N:5]([C:6](=[S:7])[NH2:8])[c:9]2[cH:10][cH:11][c:12]([O:15][CH3:16])[cH:13][cH:14]2)[CH2:2][CH2:3]1.[OH2:26]>>[CH:1]1([CH2:4][N:5]2[C:6](=[S:7])[NH:8][CH:17]([c:19]3[cH:20][cH:21][cH:22][cH:23][cH:24]3)[c:10]3[c:9]2[cH:14][cH:13][c:12]([O:15][CH3:16])[cH:11]3)[CH2:2][CH2:3]1. Reactants: O=C([O-])[O-], CC1(C)OB(c2ccc(S(=O)(=O)c3ccccc3)cc2)OC1(C)C, COCCOC, OC(c1cnc(Cl)nc1)(C(F)(F)F)C(F)(F)F, [Cs+], [Cs+], O. The product is O=S(=O)(c1ccccc1)c1ccc(-c2ncc(C(O)(C(F)(F)F)C(F)(F)F)cn2)cc1. RXN SMILES: [C:42](=[O:43])([O-:44])[O-:45].[CH3:1][C:2]1([CH3:3])[C:4]([CH3:5])([CH3:6])[O:7][B:8]([c:9]2[cH:10][cH:11][c:12]([S:15](=[O:16])(=[O:17])[c:18]3[cH:19][cH:20][cH:21][cH:22][cH:23]3)[cH:13][cH:14]2)[O:24]1.[CH3:48][O:49][CH2:50][CH2:51][O:52][CH3:53].[Cl:25][c:26]1[n:27][cH:28][c:29]([C:32]([C:33]([F:34])([F:35])[F:36])([C:37]([F:38])([F:39])[F:40])[OH:41])[cH:30][n:31]1.[Cs+:46].[Cs+:47].[OH2:54]>>[c:9]1(-[c:26]2[n:27][cH:28][c:29]([C:32]([C:33]([F:34])([F:35])[F:36])([C:37]([F:38])([F:39])[F:40])[OH:41])[cH:30][n:31]2)[cH:10][cH:11][c:12]([S:15](=[O:16])(=[O:17])[c:18]2[cH:19][cH:20][cH:21][cH:22][cH:23]2)[cH:13][cH:14]1. Starting materials: solution, C(CCC)[Li] (n-butyllithium), C(C1=CC=CC=C1)(=O)N1CC2C=3C(=C(C=CC13)C#N)CC(C2)N(CCC)CCC (1-benzoyl-6-cyano-4-(di-n-propylamino)-1,2,2a,3,4,5-hexahydrobenz[cd]indole). Solvent: CCCCCC (hexane), C1CCOC1 (THF), Cl (HCl). Conditions: temperature -78 celsius, time 30 minute. Product: C(#N)C1=C2C=3[C@H](CNC3C=C1)C[C@@H](C2)N(CCC)CCC ((2aR,4S)-6-cyano-4-(di-n-propylamino)-1,2,2a,3,4,5-hexahydrobenz[cd]indole). Yield: 113.8%. Reaction SMILES: C([N:9]1[C:17]2[CH:16]=[CH:15][C:14]([C:18]#[N:19])=[C:13]3[CH2:20][CH:21]([N:23]([CH2:27][CH2:28][CH3:29])[CH2:24][CH2:25][CH3:26])[CH2:22][CH:11]([C:12]=23)[CH2:10]1)(=O)C1C=CC=CC=1.C([Li])CCC>C1COCC1.CCCCCC.Cl>[C:18]([C:14]1[CH:15]=[CH:16][C:17]2[NH:9][CH2:10][C@@H:11]3[CH2:22][C@H:21]([N:23]([CH2:27][CH2:28][CH3:29])[CH2:24][CH2:25][CH3:26])[CH2:20][C:13]=1[C:12]=23)#[N:19]. Procedure details: To a stirred solution of 4.8 g (0.0124 mol) of 1-benzoyl-6-cyano-4-(di-n-propylamino)-1,2,2a,3,4,5-hexahydrobenz[cd]indole prepared as in Example 1 in 200 mL of THF cooled to -78° C. under N2 atmosphere, was added 16 mL (0.025 mol) of 1.6M solution of n-butyllithium in hexane. The reaction mixture was stirred at -78° C. for 30 minutes and then allowed to warm to -20° C. To the reaction mixture was added 100 mL in 1N HCl. The mixture was extracted once with ethyl ether. The acidic solution was ma... Starting materials: C1(=CC=CC=C1)[Mg]Cl (phenylmagnesium chloride), C(C1=CC=CC=C1)OC1CCC(CC1)(C#N)N(C)C (4-benzyloxy-1-dimethylaminocyclohexanecarbonitrile), [Cl-].[NH4+] (ammonium chloride). The solvent is O1CCCC1 (tetrahydrofuran), O1CCCC1 (tetrahydrofuran). Run at time 8 hour. The product is C(C1=CC=CC=C1)OC1CCC(CC1)(C1=CC=CC=C1)N(C)C ((4-benzyloxy-1-phenyl-cyclohexyl)dimethylamine). As a reaction SMILES: [CH2:1]([O:8][CH:9]1[CH2:14][CH2:13][C:12]([N:17]([CH3:19])[CH3:18])([C:15]#N)[CH2:11][CH2:10]1)[C:2]1[CH:7]=[CH:6][CH:5]=[CH:4][CH:3]=1.[C:20]1([Mg]Cl)[CH:25]=[CH:24]C=[CH:22][CH:21]=1.[Cl-].[NH4+]>O1CCCC1>[CH2:1]([O:8][CH:9]1[CH2:14][CH2:13][C:12]([N:17]([CH3:19])[CH3:18])([C:15]2[CH:24]=[CH:25][CH:20]=[CH:21][CH:22]=2)[CH2:11][CH2:10]1)[C:2]1[CH:7]=[CH:6][CH:5]=[CH:4][CH:3]=1 |f:2.3|. Reported procedure: 5.00 g of 4-benzyloxy-1-dimethylaminocyclohexanecarbonitrile were dissolved in 50 ml of tetrahydrofuran and, while cooling with an ice bath, 19.4 ml of two molar phenylmagnesium chloride solution in tetrahydrofuran were added dropwise under a nitrogen atmosphere. After stirring overnight at room temperature, cooling was again carried out in an ice bath, and 25 ml of cold ammonium chloride solution (20 percent by weight) were added. The phases were separated and extracted twice using 80 ml of die... Reactants: Cc1ccc2c(N3CCN(CCc4cccc([N+](=O)[O-])c4)CC3)cccc2n1, CO, [Cl-], [Fe], [NH4+], O. The product is Cc1ccc2c(N3CCN(CCc4cccc(N)c4)CC3)cccc2n1. RXN SMILES: [CH3:1][c:2]1[n:3][c:4]2[cH:5][cH:6][cH:7][c:8]([N:12]3[CH2:13][CH2:14][N:15]([CH2:18][CH2:19][c:20]4[cH:21][c:22]([N+:26]([O-:27])=[O:28])[cH:23][cH:24][cH:25]4)[CH2:16][CH2:17]3)[c:9]2[cH:10][cH:11]1.[CH3:31][OH:32].[Cl-:29].[Fe:34].[NH4+:30].[OH2:33]>>[CH3:1][c:2]1[n:3][c:4]2[cH:5][cH:6][cH:7][c:8]([N:12]3[CH2:13][CH2:14][N:15]([CH2:18][CH2:19][c:20]4[cH:21][c:22]([NH2:26])[cH:23][cH:24][cH:25]4)[CH2:16][CH2:17]3)[c:9]2[cH:10][cH:11]1. The reactants are C(C)(C)(C)OC(=O)N(C(C)C)C1CCN(CC1)CC=1C=NC=CC1OC (4-(N-tert-butoxycarbonyl-N-isopropylamino)-1-(4-methoxypyrid-3-ylmethyl)piperidine), Cl (hydrochloric acid). Solvent: O1CCOCC1 (dioxane), ice water. Reaction conditions: temperature 5 celsius, time 15 minute. The product is C(C)(C)NC1CCN(CC1)CC=1C=NC=CC1OC (4-Isopropylamino-1-(4-methoxypyrid-3-ylmethyl)piperidine). Yield: 63.0%. As a reaction SMILES: C(OC([N:8]([CH:12]1[CH2:17][CH2:16][N:15]([CH2:18][C:19]2[CH:20]=[N:21][CH:22]=[CH:23][C:24]=2[O:25][CH3:26])[CH2:14][CH2:13]1)[CH:9]([CH3:11])[CH3:10])=O)(C)(C)C.Cl>O1CCOCC1>[CH:9]([NH:8][CH:12]1[CH2:13][CH2:14][N:15]([CH2:18][C:19]2[CH:20]=[N:21][CH:22]=[CH:23][C:24]=2[O:25][CH3:26])[CH2:16][CH2:17]1)([CH3:11])[CH3:10]. Reported procedure: A solution of 4-(N-tert-butoxycarbonyl-N-isopropylamino)-1-(4-methoxypyrid-3-ylmethyl)piperidine (17.0 g, 0.047 mol) in dioxane (93 mL) was cooled to 5° C. in ice/water bath. To this solution was added concentrated hydrochloric acid (40 mL) and the resulting mixture was stirred 5° C. for 15 minutes. The ice/water bath was then removed and the reaction mixture was stirred for 12 hours. The reaction mixture was then concentrated in vacuo to dryness, diluted with dichloromethane (100 mL) and 10 N a... The reactants are CC(C)(C)OC(=O)NCC(=O)O, CC(C)COC(=O)Cl, ClCCl, CN1CCOCC1, NC(Cc1ccccc1)C(=O)C1C2CC3CC(C2)CC1(N)C3. The product is CC(C)(C)OC(=O)NCC(=O)NC(Cc1ccccc1)C(=O)C1C2CC3CC(C2)CC1(N)C3. As a reaction SMILES: [C:1](=[O:2])([O:3][C:4]([CH3:5])([CH3:6])[CH3:7])[NH:8][CH2:9][C:10](=[O:11])[OH:12].[CH2:20]([O:21][C:22]([Cl:23])=[O:24])[CH:25]([CH3:26])[CH3:27].[CH2:50]([Cl:51])[Cl:52].[CH3:13][N:14]1[CH2:15][CH2:16][O:17][CH2:18][CH2:19]1.[NH2:28][CH:29]([CH2:30][c:31]1[cH:32][cH:33][cH:34][cH:35][cH:36]1)[C:37](=[O:38])[CH:39]1[C:40]2([NH2:49])[CH2:41][CH:42]3[CH2:43][CH:44]([CH2:45][CH:46]1[CH2:47]3)[CH2:48]2>>[C:1](=[O:2])([O:3][C:4]([CH3:5])([CH3:6])[CH3:7])[NH:8][CH2:9][C:10](=[O:12])[NH:28][CH:29]([CH2:30][c:31]1[cH:32][cH:33][cH:34][cH:35][cH:36]1)[C:37](=[O:38])[CH:39]1[C:40]2([NH2:49])[CH2:41][CH:42]3[CH2:43][CH:44]([CH2:45][CH:46]1[CH2:47]3)[CH2:48]2.